From a dataset of the Open Reaction Database (ORD), a public repository of structured organic reaction records. describe an organic reaction: reactants, conditions, products, and yield The reactants are BrC=1C=NC=NC1 (5-bromopyrimidine), C(CC#C)O (3-butyn-1-ol). Product: N1=CN=CC(=C1)CCCCO (5-pyrimidinebutanol). Reaction SMILES: Br[C:2]1[CH:3]=[N:4][CH:5]=[N:6][CH:7]=1.[CH2:8]([OH:12])[CH2:9][C:10]#[CH:11]>>[N:4]1[CH:3]=[C:2]([CH2:11][CH2:10][CH2:9][CH2:8][OH:12])[CH:7]=[N:6][CH:5]=1. Procedure: 5-bromopyrimidine and 3-butyn-1-ol was reacted as above, to give 5-pyrimidinebutanol as a colorless oil, bp 175°-180° C. (0.3 mm). Analysis Calculated for C8H12N2O: C, 63.13; H, 7.95; N, 18.41. Found: C, 62.83; H, 7.98; N, 18.63. Starting materials: FC1=C(C=CC(=C1)F)C1=CC(=CC(=C1)[N+](=O)[O-])NC(C)=O (N-(2′,4′-difluoro-5-nitrobiphenyl-3-yl)acetamide). Reagents/catalysts: [Pd] (Pd/C). Solvent: CO (methanol), C(C)(=O)OCC (ethyl acetate). Run at time 12 hour. Product: NC=1C=C(C=C(C1)C1=C(C=C(C=C1)F)F)NC(C)=O (N-(5-amino-2′,4′-difluorobiphenyl-3-yl)acetamide). The yield is 89.0%. RXN SMILES: [F:1][C:2]1[CH:7]=[C:6]([F:8])[CH:5]=[CH:4][C:3]=1[C:9]1[CH:14]=[C:13]([N+:15]([O-])=O)[CH:12]=[C:11]([NH:18][C:19](=[O:21])[CH3:20])[CH:10]=1>CO.C(OCC)(=O)C.[Pd]>[NH2:15][C:13]1[CH:12]=[C:11]([NH:18][C:19](=[O:21])[CH3:20])[CH:10]=[C:9]([C:3]2[CH:4]=[CH:5][C:6]([F:8])=[CH:7][C:2]=2[F:1])[CH:14]=1. Procedure: To a solution of N-(2′,4′-difluoro-5-nitrobiphenyl-3-yl)acetamide (4 g, 13.7 mmol) in methanol (30 ml) and ethyl acetate (15 ml) was added 10% Pd/C (400 mg, 0.1 eq.) and the reaction vessel was purged with nitrogen gas for 5 min. The mixture was then hydrogenated with H2 balloon for 12 h. The mixture was filtered through a pad of celite and the filtrate was concentrated under reduced pressure to afford the compound in 89% yield (3.2 g). 1H NMR (300 MHz, DMSO-d6): δ 9.77 (br s, 1H), 7.46-7.42 (m,... Starting materials: Br.CN1C(N(C(C2=CC(=CC=C12)C)=O)C1CCNCC1)=O (1,2,3,4-tetrahydro-1,6-dimethyl-2,4-dioxo-3-(4-piperidinyl)quinazoline hydrobromide), Br.CN1C(N(C(C2=CC(=CC=C12)C)=O)C1CCNCC1)=O (1,2,3,4-tetrahydro-1,6-dimethyl-2,4-dioxo-3-(4-piperidinyl)quinazoline hydrobromide), ClC1=NC=NC2=CC(=C(C=C12)OCC)OCC (4-chloro-6,7-diethoxyquinazoline). Yields the product C(C)OC=1C=C2C(=NC=NC2=CC1OCC)N1CCC(CC1)N1C(N(C2=CC=C(C=C2C1=O)C)C)=O (3-[1-(6,7-Diethoxy-4-quinazolinyl)-4-piperidinyl]-1,2,3,4-tetrahydro-1,6-dimethyl-2,4-dioxoquinazoline). Isolated yield 24.0%. As a reaction SMILES: Br.[CH3:2][N:3]1[C:12]2[C:7](=[CH:8][C:9]([CH3:13])=[CH:10][CH:11]=2)[C:6](=[O:14])[N:5]([CH:15]2[CH2:20][CH2:19][NH:18][CH2:17][CH2:16]2)[C:4]1=[O:21].Cl[C:23]1[C:32]2[C:27](=[CH:28][C:29]([O:36][CH2:37][CH3:38])=[C:30]([O:33][CH2:34][CH3:35])[CH:31]=2)[N:26]=[CH:25][N:24]=1>>[CH2:34]([O:33][C:30]1[CH:31]=[C:32]2[C:27](=[CH:28][C:29]=1[O:36][CH2:37][CH3:38])[N:26]=[CH:25][N:24]=[C:23]2[N:18]1[CH2:19][CH2:20][CH:15]([N:5]2[C:6](=[O:14])[C:7]3[C:12](=[CH:11][CH:10]=[C:9]([CH3:13])[CH:8]=3)[N:3]([CH3:2])[C:4]2=[O:21])[CH2:16][CH2:17]1)[CH3:35] |f:0.1|. Procedure: The procedure similar to that described in Example 57 was repeated, except that 354.0 mg (1.00 mmol) of 1,2,3,4-tetrahydro-1,6-dimethyl-2,4-dioxo-3-(4-piperidinyl)-quinazoline hydrobromide (Compound v) obtained in Example 41 was used and 4-chloro-6,7-diethoxyquinazoline was used in place of 4-chloro-6,7-dimethoxyquinazoline. As a result, 116.8 mg (yield: 24%) of Compound 98 was obtained as white crystals. The reactants are B, O=C(O)C1CCc2cc(Br)ccc2O1, CO, C1CCOC1, CSC. Yields the product OCC1CCc2cc(Br)ccc2O1. RXN SMILES: [BH3:15].[Br:1][c:2]1[cH:3][cH:4][c:5]2[c:6]([cH:14]1)[CH2:7][CH2:8][CH:9]([C:11](=[O:12])[OH:13])[O:10]2.[CH3:19][OH:20].[O:21]1[CH2:22][CH2:23][CH2:24][CH2:25]1.[S:16]([CH3:17])[CH3:18]>>[Br:1][c:2]1[cH:3][cH:4][c:5]2[c:6]([cH:14]1)[CH2:7][CH2:8][CH:9]([CH2:11][OH:12])[O:10]2. The reactants are [Cl-].[NH4+] (ammonium chloride), C(C1=CC=CC=C1)N1CC2CCC(C(C2C1)=O)C ((3aRS,5RS,7aSR)-2-benzyl-5-methyl-4-perhydroisoindolone), COC1=C(C=CC=C1)[Mg]Br (2-methoxyphenylmagnesium bromide). Run in O1CCCC1 (tetrahydrofuran), O1CCCC1 (tetrahydrofuran), C(C)(=O)OCC (ethyl acetate). The product is C(C1=CC=CC=C1)N1CC2CCC(C(C2C1)(O)C1=C(C=CC=C1)OC)C ((3aRS,4RS,5RS,7aSR)-2-benzyl-4-(2-methoxyphenyl)-5methyl-4-perhydroisoindolol). Yield: 98.9%. As a reaction SMILES: [CH3:1][O:2][C:3]1[CH:8]=[CH:7][CH:6]=[CH:5][C:4]=1[Mg]Br.[CH2:11]([N:18]1[CH2:26][CH:25]2[CH:20]([CH2:21][CH2:22][CH:23]([CH3:28])[C:24]2=[O:27])[CH2:19]1)[C:12]1[CH:17]=[CH:16][CH:15]=[CH:14][CH:13]=1.[Cl-].[NH4+]>O1CCCC1.C(OCC)(=O)C>[CH2:11]([N:18]1[CH2:26][CH:25]2[CH:20]([CH2:21][CH2:22][CH:23]([CH3:28])[C:24]2([C:4]2[CH:5]=[CH:6][CH:7]=[CH:8][C:3]=2[O:2][CH3:1])[OH:27])[CH2:19]1)[C:12]1[CH:13]=[CH:14][CH:15]=[CH:16][CH:17]=1 |f:2.3|. Procedure details: To a suspension of 2.13 g of 2-methoxyphenylmagnesium bromide in 15 cm3 of tetrahydrofuran is added dropwise, at room temperature and with stirring, a solution of 0.7 g of (3aRS,5RS,7aSR)-2-benzyl-5-methyl-4-perhydroisoindolone in 15 cm3 of tetrahydrofuran. The reaction mixture is stirred at room temperature for 48 hours, treated with 50 cm3 of saturated aqueous ammonium chloride solution, taken up in ethyl acetate and washed with saturated aqueous sodium chloride solution. The organic phase is ...